From a dataset of the Open Reaction Database (ORD), a public repository of structured organic reaction records. describe an organic reaction: reactants, conditions, products, and yield Reactants: [Cl-].C(CCCCCCCCCCC)[NH+]=C(S)N (n-Dodecyl thiouronium chloride), C1(=CC=CC=C1)P(O)(O)=O (phenylphosphonic acid), 50/50. The solvent is C(C)O.O (ethanol water). The product is C1(=CC=CC=C1)P([O-])([O-])=O.C(CCCCCCCCCCC)[NH+]=C(S)N.C(CCCCCCCCCCC)[NH+]=C(S)N (n-dodecyl thiouronium phenyl phosphonate). Yield: 120.5%. As a reaction SMILES: [Cl-].[CH2:2]([NH+:14]=[C:15]([NH2:17])[SH:16])[CH2:3][CH2:4][CH2:5][CH2:6][CH2:7][CH2:8][CH2:9][CH2:10][CH2:11][CH2:12][CH3:13].[C:18]1([P:24](=[O:27])([OH:26])[OH:25])[CH:23]=[CH:22][CH:21]=[CH:20][CH:19]=1>C(O)C.O>[C:18]1([P:24](=[O:25])([O-:27])[O-:26])[CH:23]=[CH:22][CH:21]=[CH:20][CH:19]=1.[CH2:2]([NH+:14]=[C:15]([NH2:17])[SH:16])[CH2:3][CH2:4][CH2:5][CH2:6][CH2:7][CH2:8][CH2:9][CH2:10][CH2:11][CH2:12][CH3:13].[CH2:2]([NH+:14]=[C:15]([NH2:17])[SH:16])[CH2:3][CH2:4][CH2:5][CH2:6][CH2:7][CH2:8][CH2:9][CH2:10][CH2:11][CH2:12][CH3:13] |f:0.1,3.4,5.6.7|. Reported procedure: n-Dodecyl thiouronium chloride (8.0 g), phenylphosphonic acid (10 g), and 200 ml of 50/50 (v/v) ethanol/water mixture were heated overnight and then cooled. After filtering and recrystallizing from water-methanol-ethanol, approximately 11.1 g of n-dodecyl thiouronium phenyl phosphonate was isolated (m.p. 154°-156° C.). Chemical analysis and infrared spectra confirmed n-dodecyl thiouronium phenylphosphonate formation. Reactants: O=C(NCCO)C(=Cc1ccc(C2CC2)cc1)NC(=O)c1ccc(OCCC2CC2)cc1, O=c1[nH]cco1. The product is O=C(NCCO)C(=Cc1ccc(C2CC2)cc1)NC(=O)c1ccc(OCC2CC2)cc1. Reaction SMILES: [CH:1]1([CH2:4][CH2:5][O:6][c:7]2[cH:8][cH:9][c:10]([C:11](=[O:12])[NH:13][C:14](=[CH:15][c:16]3[cH:17][cH:18][c:19]([CH:22]4[CH2:23][CH2:24]4)[cH:20][cH:21]3)[C:25](=[O:26])[NH:27][CH2:28][CH2:29][OH:30])[cH:31][cH:32]2)[CH2:2][CH2:3]1.[o:33]1[cH:34][cH:35][nH:36][c:37]1=[O:38]>>[CH2:1]1[CH2:2][CH:4]1[CH2:5][O:6][c:7]1[cH:8][cH:9][c:10]([C:11](=[O:12])[NH:13][C:14](=[CH:15][c:16]2[cH:17][cH:18][c:19]([CH:22]3[CH2:23][CH2:24]3)[cH:20][cH:21]2)[C:25](=[O:26])[NH:27][CH2:28][CH2:29][OH:30])[cH:31][cH:32]1. The reactants are COC(=O)C1CC(=O)CCC1c1ccc(Cl)cc1, [Li+], C1CCOC1, [OH-]. The product is O=C1CCC(c2ccc(Cl)cc2)C(C(=O)O)C1. RXN SMILES: [Cl:1][c:2]1[cH:3][cH:4][c:5]([CH:8]2[CH:9]([C:15](=[O:16])[O:17][CH3:18])[CH2:10][C:11](=[O:14])[CH2:12][CH2:13]2)[cH:6][cH:7]1.[Li+:19].[O:21]1[CH2:22][CH2:23][CH2:24][CH2:25]1.[OH-:20]>>[Cl:1][c:2]1[cH:3][cH:4][c:5]([CH:8]2[CH:9]([C:15](=[O:16])[OH:17])[CH2:10][C:11](=[O:14])[CH2:12][CH2:13]2)[cH:6][cH:7]1. The reactants are CC=1C(=NC2=CC(=C(C=C2C1C(=O)OC)SC)OC)C1=CC(=CC=C1)C(F)(F)F (methyl 3-methyl-7-(methyloxy)-6-(methylthio)-2-[3-(trifluoromethyl)phenyl]-4-quinolinecarboxylate), ClC=1C=C(C(=O)OO)C=CC1 (3-chloroperoxybenzoic acid), C(=O)(O)[O-].[Na+] (NaHCO3), [O-]S(=O)(=S)[O-].[Na+].[Na+] (Na2S2O3). Run in ClCCl (dichloromethane). Reaction conditions: time 30 minute. The product is CC=1C(=NC2=CC(=C(C=C2C1C(=O)OC)S(=O)(=O)C)OC)C1=CC(=CC=C1)C(F)(F)F (methyl 3-methyl-7-(methyloxy)-6-(methylsulfonyl)-2-[3-(trifluoromethyl)phenyl]-4-quinolinecarboxylate). Isolated yield 71.0%. As a reaction SMILES: [CH3:1][C:2]1[C:3]([C:20]2[CH:25]=[CH:24][CH:23]=[C:22]([C:26]([F:29])([F:28])[F:27])[CH:21]=2)=[N:4][C:5]2[C:10]([C:11]=1[C:12]([O:14][CH3:15])=[O:13])=[CH:9][C:8](SC)=[C:7]([O:18][CH3:19])[CH:6]=2.Cl[C:31]1C=C(C=CC=1)C(OO)=O.C([O-])(O)=O.[Na+].[O-:46][S:47]([O-:50])(=S)=O.[Na+].[Na+]>ClCCl>[CH3:1][C:2]1[C:3]([C:20]2[CH:25]=[CH:24][CH:23]=[C:22]([C:26]([F:29])([F:28])[F:27])[CH:21]=2)=[N:4][C:5]2[C:10]([C:11]=1[C:12]([O:14][CH3:15])=[O:13])=[CH:9][C:8]([S:47]([CH3:31])(=[O:50])=[O:46])=[C:7]([O:18][CH3:19])[CH:6]=2 |f:2.3,4.5.6|. Procedure details: A solution of methyl 3-methyl-7-(methyloxy)-6-(methylthio)-2-[3-(trifluoromethyl)phenyl]-4-quinolinecarboxylate (4.5 g, 8.54 mmol) and 3-chloroperoxybenzoic acid (3.85 g, 17.17 mmol) in dichloromethane (50 mL) was stirred overnight. Saturated aqueous NaHCO3 and Na2S2O3 were added slowly and the resulting mixture was stirred for 30 min. The mixture was extracted with methylene chloride (3 times). The combined organic extracts were washed with brine (2 times), dried over Na2SO4, filtered, and conc... The reactants are C(C)OC(=O)C1=C(C2=C(C(=N1)C1=CC=C(C=C1)N1CCOCC1)SC(=N2)C2=CC=CC=C2)O (7-Hydroxy-4-(4-morpholin-4-yl-phenyl)-2-phenyl-thiazolo[5,4-c]pyridine-6-carboxylic acid ethyl ester), NCC(=O)O (glycine). Solvent: C[O-].[Na+].CO (sodium methoxide methanol). Product: OC=1C2=C(C(=NC1C(=O)NCC(=O)O)C1=CC=C(C=C1)N1CCOCC1)SC(=N2)C2=CC=CC=C2 ({[7-Hydroxy-4-(4-morpholin-4-yl-phenyl)-2-phenyl-thiazolo[5,4-c]pyridine-6-carbonyl]-amino}-acetic acid). Yield: 74.7%. RXN SMILES: C(O[C:4]([C:6]1[N:11]=[C:10]([C:12]2[CH:17]=[CH:16][C:15]([N:18]3[CH2:23][CH2:22][O:21][CH2:20][CH2:19]3)=[CH:14][CH:13]=2)[C:9]2[S:24][C:25]([C:27]3[CH:32]=[CH:31][CH:30]=[CH:29][CH:28]=3)=[N:26][C:8]=2[C:7]=1[OH:33])=[O:5])C.[NH2:34][CH2:35][C:36]([OH:38])=[O:37]>C[O-].[Na+].CO>[OH:33][C:7]1[C:8]2[N:26]=[C:25]([C:27]3[CH:28]=[CH:29][CH:30]=[CH:31][CH:32]=3)[S:24][C:9]=2[C:10]([C:12]2[CH:17]=[CH:16][C:15]([N:18]3[CH2:19][CH2:20][O:21][CH2:22][CH2:23]3)=[CH:14][CH:13]=2)=[N:11][C:6]=1[C:4]([NH:34][CH2:35][C:36]([OH:38])=[O:37])=[O:5] |f:2.3.4|. Procedure: A mixture of 7-Hydroxy-4-(4-morpholin-4-yl-phenyl)-2-phenyl-thiazolo[5,4-c]pyridine-6-carboxylic acid ethyl ester (56 mg, 0.12 mmole) and glycine (182 mg, 2.43 mmole) in 0.5 M sodium methoxide/methanol (4.4 ml) was refluxed for 5 days before it was cooled to room temperature and concentrated in vacuo. The residue was dissolved in water (120 ml) and extracted with dichloromethane. The remaining aqueous layer was acidified to pH=3 with 1N HCl (5 ml). The resulting suspension was extracted with eth... Yield: 80.0%. The product is S1C=C(C=C1)CCCCC(=O)O (5-(thiophen-3-yl)-pentanoic acid). Reported procedure: 3.3 g of the cis and trans mixture of 5-(thiophen-3-yl)-pent-4-enoic acid prepared in example 9a are solubilized in absolute ethanol (50 mL). The compound is then submitted to an hydrogenation reaction with hydrogen (3 atm of H2) on Pd/C 10% (180 mg) carried out at room temperature for a time of 18 hours. The reaction mixture is then filtered on celite and washed with methanol (3×10 mL). The solvent is removed under vacuum, obtaining 2.6 g of the 5-(thiophen-3-yl)-pentanoic acid (yield 80%). Rf=... Reaction SMILES: [S:1]1[CH:5]=[CH:4][C:3]([CH:6]=[CH:7][CH2:8][CH2:9][C:10]([OH:12])=[O:11])=[CH:2]1.[H][H]>C(O)C>[S:1]1[CH:5]=[CH:4][C:3]([CH2:6][CH2:7][CH2:8][CH2:9][C:10]([OH:12])=[O:11])=[CH:2]1. The solvent is C(C)O (ethanol). Reactants: S1C=C(C=C1)C=CCCC(=O)O (5-(thiophen-3-yl)-pent-4-enoic acid), [H][H] (hydrogen).